This data is from the Open Reaction Database (ORD), a public repository of structured organic reaction records. The task is: describe an organic reaction: reactants, conditions, products, and yield The reactants are CC1=C(N=C(O1)C1=CC=CC=C1)CCOS(=O)(=O)C (methanesulfonic acid 2-(5-methyl-2-phenyl-oxazol-4-yl)-ethyl ester), C([O-])([O-])=O.[Cs+].[Cs+] (cesium carbonate), COC(C1=C(C=C(C=C1)Cl)N(C(=O)OC(C)(C)C)S(=O)(=O)C1=CC=C(C=C1)O)=O (2-[(4-hydroxybenzenesulfonyl)-(t-butoxycarbonyl)-amino]-4-chloro-benzoic acid methyl ester). Solvent: CN(C)C=O (DMF), CCOC(=O)C (EtOAc). The product is COC(C1=C(C=C(C=C1)Cl)N(C(=O)OC(C)(C)C)S(=O)(=O)C1=CC=C(C=C1)OCCC=1N=C(OC1C)C1=CC=CC=C1)=O (4-chloro-2-{4-[2-(5-methyl-2-phenyl-oxazol-4-yl)-ethoxy]-benzenesulfonyl-(t-butoxycarbonyl)amino}benzoic acid methyl ester). RXN SMILES: [CH3:1][O:2][C:3](=[O:29])[C:4]1[CH:9]=[CH:8][C:7]([Cl:10])=[CH:6][C:5]=1[N:11]([S:19]([C:22]1[CH:27]=[CH:26][C:25]([OH:28])=[CH:24][CH:23]=1)(=[O:21])=[O:20])[C:12]([O:14][C:15]([CH3:18])([CH3:17])[CH3:16])=[O:13].[CH3:30][C:31]1[O:35][C:34]([C:36]2[CH:41]=[CH:40][CH:39]=[CH:38][CH:37]=2)=[N:33][C:32]=1[CH2:42][CH2:43]OS(C)(=O)=O.C(=O)([O-])[O-].[Cs+].[Cs+]>CN(C=O)C.CCOC(C)=O>[CH3:1][O:2][C:3](=[O:29])[C:4]1[CH:9]=[CH:8][C:7]([Cl:10])=[CH:6][C:5]=1[N:11]([S:19]([C:22]1[CH:23]=[CH:24][C:25]([O:28][CH2:43][CH2:42][C:32]2[N:33]=[C:34]([C:36]3[CH:41]=[CH:40][CH:39]=[CH:38][CH:37]=3)[O:35][C:31]=2[CH3:30])=[CH:26][CH:27]=1)(=[O:21])=[O:20])[C:12]([O:14][C:15]([CH3:18])([CH3:16])[CH3:17])=[O:13] |f:2.3.4|. Procedure details: A mixture of the title E compound, 2-[(4-hydroxybenzenesulfonyl)-(t-butoxycarbonyl)-amino]-4-chloro-benzoic acid methyl ester (300 mg, 0.73 mmol), the title F compound, methanesulfonic acid 2-(5-methyl-2-phenyl-oxazol-4-yl)-ethyl ester (246 mg, 0.87 mmol) and cesium carbonate (475 mg, 1.46 mmol) is stirred in DMF at 60° C. overnight. The mixture is cooled and the product is taken up in EtOAc. The solution is washed with brine, dried over anhydrous magnesium sulfate, and concentrated to give the ... Reactants: Cl.C(C)OC1=NC=C(C=C1)CCl (2-Ethoxy-5-pyridylmethyl chloride hydrochloride), NCCCN (trimethylenediamine), aqueous solution, [OH-].[Na+] (sodium hydroxide), NCCCN (trimethylenediamine). Run in O (water). The product is C(C)OC1=NC=C(C=C1)CNCCCN (N-(2-ethoxy-5-pyridylmethyl)trimethylenediamine). Isolated yield 65.2%. As a reaction SMILES: Cl.[CH2:2]([O:4][C:5]1[CH:10]=[CH:9][C:8]([CH2:11]Cl)=[CH:7][N:6]=1)[CH3:3].[NH2:13][CH2:14][CH2:15][CH2:16][NH2:17].[OH-].[Na+]>O>[CH2:2]([O:4][C:5]1[CH:10]=[CH:9][C:8]([CH2:11][NH:13][CH2:14][CH2:15][CH2:16][NH2:17])=[CH:7][N:6]=1)[CH3:3] |f:0.1,3.4|. Procedure: 2-Ethoxy-5-pyridylmethyl chloride hydrochloride (9.6 g) in an aqueous solution was added dropwise to the mixed solution of trimethylenediamine (11.1 g) and 20% aqueous solution (22 g) of sodium hydroxide at 0°-5° C. After the reaction mixture was stirred at room temperature for some time, water and excess trimethylenediamine were distilled off under reduced pressure from the contents and after the inorganic salts were filtered off, the produced viscous and oily substance was evaporated in vacuum... Yields the product CN1CC2=C(N(C=3C=CC(=CC23)C)CC(=O)N2CCCCC2)CC1 (2-(1,2,3,4-tetrahydro-2,8-dimethylpyrido[4,3-b]indol-5-yl)-1-(piperidin-1-yl)ethanone). Reagents/catalysts: CN(C)C=1C=CN=CC1 (DMAP). Procedure: 2-(2,8-dimethyl-3,4-dihydro-1H-pyrido[4,3-b]indol-5(2H)-yl)acetic acid (1.5 g, 5.8 mmol) was taken in dichloromethane (15 mL) and was cooled to 0° C. using an ice-bath; oxalyl chloride (0.61 mL, 6.9 mmol) was added drop-wise, catalytic amount (2, drop) of dimethyl formamide was added to the reaction mixture. After the addition, reaction mixture was stirred for 1 h at room temperature. Excess oxalyl chloride was distilled away under reduced pressure. To this residue, solution of Piperidine (0.68 ... Yield: 42.4%. The solvent is C(Cl)Cl (DCM), ClCCl (dichloromethane). Reaction conditions: temperature 0 celsius, time 1 hour. Starting materials: N1CCCCC1 (Piperidine), CN1CC2=C(N(C=3C=CC(=CC23)C)CC(=O)O)CC1 (2-(2,8-dimethyl-3,4-dihydro-1H-pyrido[4,3-b]indol-5(2H)-yl)acetic acid), C(C(=O)Cl)(=O)Cl (oxalyl chloride), CN(C=O)C (dimethyl formamide). As a reaction SMILES: [CH3:1][N:2]1[CH2:19][CH2:18][C:5]2[N:6]([CH2:14][C:15](O)=[O:16])[C:7]3[CH:8]=[CH:9][C:10]([CH3:13])=[CH:11][C:12]=3[C:4]=2[CH2:3]1.C(Cl)(=O)C(Cl)=O.CN(C)C=O.[NH:31]1[CH2:36][CH2:35][CH2:34][CH2:33][CH2:32]1>ClCCl.CN(C1C=CN=CC=1)C>[CH3:1][N:2]1[CH2:19][CH2:18][C:5]2[N:6]([CH2:14][C:15]([N:31]3[CH2:36][CH2:35][CH2:34][CH2:33][CH2:32]3)=[O:16])[C:7]3[CH:8]=[CH:9][C:10]([CH3:13])=[CH:11][C:12]=3[C:4]=2[CH2:3]1. The reactants are BrB(Br)Br, COCC(COc1ccccc1)Oc1ccc(C#N)c(C(F)(F)F)c1, ClCCl. The product is N#Cc1ccc(OC(CO)COc2ccccc2)cc1C(F)(F)F. As a reaction SMILES: [B:26]([Br:27])([Br:28])[Br:29].[CH3:1][O:2][CH2:3][CH:4]([CH2:5][O:6][c:7]1[cH:8][cH:9][cH:10][cH:11][cH:12]1)[O:13][c:14]1[cH:15][c:16]([C:22]([F:23])([F:24])[F:25])[c:17]([C:18]#[N:19])[cH:20][cH:21]1.[Cl:30][CH2:31][Cl:32]>>[OH:2][CH2:3][CH:4]([CH2:5][O:6][c:7]1[cH:8][cH:9][cH:10][cH:11][cH:12]1)[O:13][c:14]1[cH:15][c:16]([C:22]([F:23])([F:24])[F:25])[c:17]([C:18]#[N:19])[cH:20][cH:21]1. Reactants: ClC=1C=C(C=C(C1OC)Cl)B(O)O (3,5-dichloro-4-methoxyphenylboronic Acid), BrC1=C(C=C(C(=C1)F)F)C1=CC=C(C=C1)S(=O)(=O)N (4-(2-bromo-4.5-difluorophenyl]benzenesulfonamide). Product: ClC=1C=C(C=C(C1OC)Cl)C1=C(C=C(C(=C1)F)F)C1=CC=C(C=C1)S(=O)(=O)N (4-[2-(3,5-dichloro-4-methoxyphenyl)-4,5-difluorophenyl]benzenesulfonamide). As a reaction SMILES: [Cl:1][C:2]1[CH:3]=[C:4](B(O)O)[CH:5]=[C:6]([Cl:10])[C:7]=1[O:8][CH3:9].Br[C:15]1[CH:20]=[C:19]([F:21])[C:18]([F:22])=[CH:17][C:16]=1[C:23]1[CH:28]=[CH:27][C:26]([S:29]([NH2:32])(=[O:31])=[O:30])=[CH:25][CH:24]=1>>[Cl:1][C:2]1[CH:3]=[C:4]([C:15]2[CH:20]=[C:19]([F:21])[C:18]([F:22])=[CH:17][C:16]=2[C:23]2[CH:24]=[CH:25][C:26]([S:29]([NH2:32])(=[O:31])=[O:30])=[CH:27][CH:28]=2)[CH:5]=[C:6]([Cl:10])[C:7]=1[O:8][CH3:9]. Procedure details: Following the general procedure outlined in Synthetic Scheme VI, 3,5-dichloro-4-methoxyphenylboronic acid (Step 2) was reacted with 4-(2-bromo-4,5-difluorophenyl]benzenesulfonamide (Step 3) to give 4-[2-(3,5-dichloro-4-methoxyphenyl)-4,5-difluorophenyl]benzenesulfonamide as a colorless solid: mp 145.5-146.0° C.; NMR (CDCl3) δ 3.89 (s, 3H), 4.78 (s, 2H), 6.98 (s, 2H), 7.18-7.29 (m, 4H), 7.85 (d, J=8 Hz, 2H); MS (FAB) m/z 450 (M+Li)+; HRMS calc'd for (M+H)+ 444.0039, found 444.0052. Anal. Calc'd f... Starting materials: CCN(CC)CCOCCC(Cl)C(=O)c1ccccc1, CCCC(=O)c1ccc(OCC(C)CN(C)C)cc1Cl. The product is C=C(CC)C(=O)c1ccc(OCC(C)CN(C)C)cc1Cl. RXN SMILES: [Cl:1][CH:2]([CH2:3][CH2:4][O:5][CH2:6][CH2:7][N:8]([CH2:9][CH3:10])[CH2:11][CH3:12])[C:13]([c:14]1[cH:15][cH:16][cH:17][cH:18][cH:19]1)=[O:20].[Cl:21][c:22]1[c:23]([C:36]([CH2:37][CH2:38][CH3:39])=[O:40])[cH:24][cH:25][c:26]([O:28][CH2:29][CH:30]([CH2:31][N:32]([CH3:33])[CH3:34])[CH3:35])[cH:27]1>>[CH2:2]=[C:37]([C:36]([c:23]1[c:22]([Cl:21])[cH:27][c:26]([O:28][CH2:29][CH:30]([CH2:31][N:32]([CH3:33])[CH3:34])[CH3:35])[cH:25][cH:24]1)=[O:40])[CH2:38][CH3:39].